This data is from the Open Reaction Database (ORD), a public repository of structured organic reaction records. The task is: describe an organic reaction: reactants, conditions, products, and yield The reactants are C(C=C)(=O)OCCCCCCCCCCCCCCCCCCCCCC (behenyl acrylate), C(C(=C)C)(=O)OCCCCCCCCCCCC (lauryl methacrylate), C=CC1=CC=CC=C1 (styrene). Solvent: C1(=CC=CC=C1)C (Toluene). Run at temperature 60 celsius. Yields the product C(C=C)(=O)OCCCCCCCCCCCCCCCCCCCCCC.C(C(=C)C)(=O)OCCCCCCCCCCCC.C=CC1=CC=CC=C1 (behenyl acrylate lauryl methacrylate styrene). Reaction SMILES: [C:1]([O:5][CH2:6][CH2:7][CH2:8][CH2:9][CH2:10][CH2:11][CH2:12][CH2:13][CH2:14][CH2:15][CH2:16][CH2:17][CH2:18][CH2:19][CH2:20][CH2:21][CH2:22][CH2:23][CH2:24][CH2:25][CH2:26][CH3:27])(=[O:4])[CH:2]=[CH2:3].[C:28]([O:33][CH2:34][CH2:35][CH2:36][CH2:37][CH2:38][CH2:39][CH2:40][CH2:41][CH2:42][CH2:43][CH2:44][CH3:45])(=[O:32])[C:29]([CH3:31])=[CH2:30].[CH2:46]=[CH:47][C:48]1[CH:53]=[CH:52][CH:51]=[CH:50][CH:49]=1>C1(C)C=CC=CC=1>[C:1]([O:5][CH2:6][CH2:7][CH2:8][CH2:9][CH2:10][CH2:11][CH2:12][CH2:13][CH2:14][CH2:15][CH2:16][CH2:17][CH2:18][CH2:19][CH2:20][CH2:21][CH2:22][CH2:23][CH2:24][CH2:25][CH2:26][CH3:27])(=[O:4])[CH:2]=[CH2:3].[C:28]([O:33][CH2:34][CH2:35][CH2:36][CH2:37][CH2:38][CH2:39][CH2:40][CH2:41][CH2:42][CH2:43][CH2:44][CH3:45])(=[O:32])[C:29]([CH3:31])=[CH2:30].[CH2:46]=[CH:47][C:48]1[CH:53]=[CH:52][CH:51]=[CH:50][CH:49]=1 |f:4.5.6|. Procedure details: Toluene (15 g), behenyl acrylate (15 g), lauryl methacrylate (2 g), and styrene (2 g) are charged to a reactor equipped with a stirrer, a heater, a thermometer, and a nitrogen-bubbling duct. The reactor is flushed with nitrogen gas and sealed. The reactor is heated to 60° C. and 2,2′-azobis(2-methyl, ethyl-propionitrile) (0.06 g) is added. The reaction mixture is heated in the closed system at 85° C. for three hours to provide behenyl acrylate/lauryl methacrylate/styrene polymer having a number ... The reactants are C(CCC)NC1CC(NC(C1)(C)C)(C)C (4-butylamino-2,2,6,6-tetramethylpiperidine), O1C(COCCOCC2CO2)C1 (ethylene glycol bis(2,3-epoxypropyl)ether). The solvent is CO (methanol). Run at time 5 hour. Yields the product C(CCC)N(C1CC(NC(C1)(C)C)(C)C)CC(COCCOCC(CN(CCCC)C1CC(NC(C1)(C)C)(C)C)O)O (1,2-Bis{3-[N-butyl-N-(2,2,6,6-tetramethyl-4-piperidyl)amino]-2-hydroxypropoxy}ethane), crystals. As a reaction SMILES: [CH2:1]([NH:5][CH:6]1[CH2:11][C:10]([CH3:13])([CH3:12])[NH:9][C:8]([CH3:15])([CH3:14])[CH2:7]1)[CH2:2][CH2:3][CH3:4].[O:16]1[CH2:27][CH:17]1[CH2:18][O:19][CH2:20][CH2:21][O:22][CH2:23][CH:24]1[O:26][CH2:25]1>CO>[CH2:1]([N:5]([CH2:25][CH:24]([OH:26])[CH2:23][O:22][CH2:21][CH2:20][O:19][CH2:18][CH:17]([OH:16])[CH2:27][N:5]([CH:6]1[CH2:7][C:8]([CH3:15])([CH3:14])[NH:9][C:10]([CH3:12])([CH3:13])[CH2:11]1)[CH2:1][CH2:2][CH2:3][CH3:4])[CH:6]1[CH2:7][C:8]([CH3:14])([CH3:15])[NH:9][C:10]([CH3:13])([CH3:12])[CH2:11]1)[CH2:2][CH2:3][CH3:4]. Procedure: A mixture of 6.4 g of 4-butylamino-2,2,6,6-tetramethylpiperidine and 2.6 g of ethylene glycol bis(2,3-epoxypropyl)ether in 50 ml of methanol was refluxed, with stirring for 5 hours. At the end of this time, the solvent was removed from the reaction mixture by evaporation under reduced pressure and then the residue was recrystallized from n-hexane, giving the desired compound in the form of white crystals melting at 81°-83° C. and boiling at 258°-262° C. at 0.06 mmHg. Starting materials: N1[C@H]2[C@H](NCC1)CCC2 ((4aR,7aR)-octahydro-1H-cyclopenta[b]pyrazine), BrC1=NC2=C(C(=NC(=C2)C#N)C=2C=NC=C(C2)Cl)N1C[C@@H]1CC[C@H](CC1)C (2-bromo-4-(5-chloropyridin-3-yl)-3-((trans-4-methylcyclohexyl)methyl)-3H-imidazo[4,5-c]pyridine-6-carbonitrile), [F-].[K+] (potassium fluoride), CCN(C(C)C)C(C)C (DIEA). Solvent: CCOC(=O)C (EtOAc), CS(=O)C (DMSO). Reaction conditions: temperature 100 celsius. The product is ClC=1C=C(C=NC1)C1=NC(=CC2=C1N(C(=N2)N2[C@H]1[C@H](NCC2)CCC1)C[C@@H]1CC[C@H](CC1)C)C#N (4-(5-chloropyridin-3-yl)-3-[(trans-4-methylcyclohexyl)methyl]-2-[(4aR,7aR)-octahydro-1H-cyclopenta[b]pyrazin-1-yl]-3H-imidazo[4,5-c]pyridine-6-carbonitrile). RXN SMILES: [NH:1]1[CH2:6][CH2:5][NH:4][C@@H:3]2[CH2:7][CH2:8][CH2:9][C@@H:2]12.Br[C:11]1[N:28]([CH2:29][C@H:30]2[CH2:35][CH2:34][C@H:33]([CH3:36])[CH2:32][CH2:31]2)[C:14]2[C:15]([C:21]3[CH:22]=[N:23][CH:24]=[C:25]([Cl:27])[CH:26]=3)=[N:16][C:17]([C:19]#[N:20])=[CH:18][C:13]=2[N:12]=1.[F-].[K+].CCN(C(C)C)C(C)C>CCOC(C)=O.CS(C)=O>[Cl:27][C:25]1[CH:26]=[C:21]([C:15]2[C:14]3[N:28]([CH2:29][C@H:30]4[CH2:35][CH2:34][C@H:33]([CH3:36])[CH2:32][CH2:31]4)[C:11]([N:1]4[CH2:6][CH2:5][NH:4][C@@H:3]5[CH2:7][CH2:8][CH2:9][C@@H:2]45)=[N:12][C:13]=3[CH:18]=[C:17]([C:19]#[N:20])[N:16]=2)[CH:22]=[N:23][CH:24]=1 |f:2.3|. Procedure details: To a microwave vial was added (4aR,7aR)-octahydro-1H-cyclopenta[b]pyrazine (Preparative Example 5.2,295 mg, 2.338 mmol), 2-bromo-4-(5-chloropyridin-3-yl)-3-((trans-4-methylcyclohexyl)methyl)-3H-imidazo[4,5-c]pyridine-6-carbonitrile (Preparative Example 3.1, 800 mg, 1.799 mmol), potassium fluoride (209 mg, 3.60 mmol), DMSO (8 ml), and DIEA (0.942 ml, 5.40 mmol). The reaction vial was capped and heated to 100° C. overnight. The mixture was then cooled to room temperature and diluted with EtOAc. Th... The reactants are C(C)OC=1C=CC(=C(C1)N1C[C@H]([C@@H](CC1)OC1=CC=C(C=C1)N1N=C([C@H]([C@@H]1CC(=O)OC)C)C(F)(F)F)C)F (methyl 2-((4S,5S)-1-(4-(((3R,4R)-1-(5-ethoxy-2-fluorophenyl)-3-methylpiperidin-4-yl)oxy)phenyl)-4-methyl-3-(trifluoromethyl)-4,5-dihydro-1H-pyrazol-5-yl)acetate), aqueous solution, [Li+].[OH-] (LiOH). Solvent: C1CCOC1 (THF), O (water). Run at time 1 hour. Product: C(C)OC=1C=CC(=C(C1)N1C[C@H]([C@@H](CC1)OC1=CC=C(C=C1)N1N=C([C@H]([C@@H]1CC(=O)O)C)C(F)(F)F)C)F (2-((4S,5S)-1-(4-(((3R,4R)-1-(5-ethoxy-2-fluorophenyl)-3-methylpiperidin-4-yl)oxy)phenyl)-4-methyl-3-(trifluoromethyl)-4,5-dihydro-1H-pyrazol-5-yl)acetic acid). Yield: 98.7%. RXN SMILES: [CH2:1]([O:3][C:4]1[CH:5]=[CH:6][C:7]([F:39])=[C:8]([N:10]2[CH2:15][CH2:14][C@@H:13]([O:16][C:17]3[CH:22]=[CH:21][C:20]([N:23]4[C@@H:27]([CH2:28][C:29]([O:31]C)=[O:30])[C@H:26]([CH3:33])[C:25]([C:34]([F:37])([F:36])[F:35])=[N:24]4)=[CH:19][CH:18]=3)[C@H:12]([CH3:38])[CH2:11]2)[CH:9]=1)[CH3:2].[Li+].[OH-]>C1COCC1.O>[CH2:1]([O:3][C:4]1[CH:5]=[CH:6][C:7]([F:39])=[C:8]([N:10]2[CH2:15][CH2:14][C@@H:13]([O:16][C:17]3[CH:22]=[CH:21][C:20]([N:23]4[C@@H:27]([CH2:28][C:29]([OH:31])=[O:30])[C@H:26]([CH3:33])[C:25]([C:34]([F:36])([F:37])[F:35])=[N:24]4)=[CH:19][CH:18]=3)[C@H:12]([CH3:38])[CH2:11]2)[CH:9]=1)[CH3:2] |f:1.2|. Procedure details: To a solution of methyl 2-((4S,5S)-1-(4-(((3R,4R)-1-(5-ethoxy-2-fluorophenyl)-3-methylpiperidin-4-yl)oxy)phenyl)-4-methyl-3-(trifluoromethyl)-4,5-dihydro-1H-pyrazol-5-yl)acetate (2.57 g, 4.66 mmol) in THF (85 mL) and water (8.5 mL) was added a 1 M aqueous solution of LiOH (58.2 mL, 23.3 mmol) and the reaction mixture was stirred at rt until complete for 1 h. The reaction mixture was concentrated to remove the THF and hexanes were added. An emulsion formed. The layers were separated as much as po... The reactants are ClCC(=O)C1(CC1)Cl (1-chloro-cyclopropyl chloromethyl ketone), C([O-])([O-])=O.[K+].[K+] (potassium carbonate), N1N=NC=C1 (triazole), C(C)#N (acetonitrile), C(C)#N (acetonitrile). Yields the product ClC1(CC1)C(CN1N=CN=C1)=O (1-(1-chlorocyclopropyl)-2-(1,2,4-triazol-1-yl)-ethan-1-one). Isolated yield 51.0%. Reaction SMILES: Cl[CH2:2][C:3]([C:5]1([Cl:8])[CH2:7][CH2:6]1)=[O:4].C(=O)([O-])[O-].[K+].[K+].N1C=[CH:18][N:17]=[N:16]1.[C:20](#[N:22])C>>[Cl:8][C:5]1([C:3](=[O:4])[CH2:2][N:17]2[CH:18]=[N:22][CH:20]=[N:16]2)[CH2:7][CH2:6]1 |f:1.2.3|. Procedure details: 100 g (0.66 mol) of 1-chloro-cyclopropyl chloromethyl ketone in 80 ml of acetonitrile are added dropwise to a refluxing suspension of 83 g (0.6 mol) of potassium carbonate and 58 g (0.84 mol) of triazole in 330 ml of acetonitrile. The mixture is refluxed for 8 hours and then filtered off with suction and concentrated. The residue is taken up in ethyl acetate/toluene, and the mixture is washed with water, dried over sodium sulphate and concentrated. The subsequent purification by column chromatog... Reactants: COC(=O)C=1OC(=C(C1)COC1=CC=C(C=C1)I)C (4-(4-Iodo-phenoxymethyl)-5-methyl-furan-2-carboxylic acid methyl ester), CSC1=C(C=CC=C1)B(O)O ((2-methylsulphanyl-phenyl)-boronic acid). Product: CC1=C(C=C(O1)C(=O)O)COC1=CC=C(C=C1)C1=C(C=CC=C1)SC (5-Methyl-4-(2′-methylsulphanyl-biphenyl-4-yloxymethyl)-furan-2-carboxylic acid). RXN SMILES: C[O:2][C:3]([C:5]1[O:6][C:7]([CH3:19])=[C:8]([CH2:10][O:11][C:12]2[CH:17]=[CH:16][C:15](I)=[CH:14][CH:13]=2)[CH:9]=1)=[O:4].[CH3:20][S:21][C:22]1[CH:27]=[CH:26][CH:25]=[CH:24][C:23]=1B(O)O>>[CH3:19][C:7]1[O:6][C:5]([C:3]([OH:2])=[O:4])=[CH:9][C:8]=1[CH2:10][O:11][C:12]1[CH:17]=[CH:16][C:15]([C:23]2[CH:24]=[CH:25][CH:26]=[CH:27][C:22]=2[S:21][CH3:20])=[CH:14][CH:13]=1. Procedure: Compound (105) was prepared from compound (20) and (2-methylsulphanyl-phenyl)-boronic acid by adapting the procedure of Example 5(b). LC/MS System B; Rt=1.86 mins, m/z (ES−)=353 (M−H for C20H18O4S). Starting materials: COC=1C=C(C=CC1)[C@H](C)N([C@@H](C)C1=CC=CC=C1)C ((S)-1-(3-methoxyphenyl)-N-methyl-N—((S)-1-phenylethyl)ethanamine), COC=1C=C(C=CC1)[C@H](C)N([C@@H](C)C1=CC=CC=C1)C ((S)-1-(3-methoxyphenyl)-N-methyl-N—((S)-1-phenylethyl)ethanamine), CN(C=O)C (N,N-dimethylformamide), S(=O)(=O)(OC)OC (dimethyl sulfate). The solvent is C(C)(=O)OCC (ethyl acetate). Conditions: temperature 60 celsius. Yields the product COS(=O)(=O)[O-].COC=1C=C(C=CC1)[C@H](C)[N+]([C@@H](C)C1=CC=CC=C1)(C)C ((S)-1-(3-methoxyphenyl)-N,N-dimethyl-N—((S)-1-phenylethyl)ethanaminium methyl sulfate). Yield: 72.0%. RXN SMILES: [CH3:1][O:2][C:3]1[CH:4]=[C:5]([C@@H:9]([N:11]([CH3:20])[C@H:12]([C:14]2[CH:19]=[CH:18][CH:17]=[CH:16][CH:15]=2)[CH3:13])[CH3:10])[CH:6]=[CH:7][CH:8]=1.[CH3:21]N(C)C=O.[S:26]([O:31]C)([O:29][CH3:30])(=[O:28])=[O:27]>C(OCC)(=O)C>[CH3:30][O:29][S:26]([O-:31])(=[O:28])=[O:27].[CH3:1][O:2][C:3]1[CH:4]=[C:5]([C@@H:9]([N+:11]([CH3:21])([CH3:20])[C@H:12]([C:14]2[CH:19]=[CH:18][CH:17]=[CH:16][CH:15]=2)[CH3:13])[CH3:10])[CH:6]=[CH:7][CH:8]=1 |f:4.5|. Reported procedure: Mix 5.5 g (0.02 mol) of (S)-1-(3-methoxyphenyl)-N-methyl-N—((S)-1-phenylethyl)ethanamine (formula IV) with 12 ml N,N-dimethylformamide and 12.6 g (0.1 mol) of dimethyl sulfate at room temperature, heat the mixture to 60° C. for 24 hours. Let it cool to room temperature, and add 100 ml of ethyl acetate. A light yellow solid is produced. Filter and dry it to receive 5.7 g light yellow solid with a yield of 72%. Starting materials: C1(=CC=CC=C1)S(=O)(=O)O (benzenesulfonic acid), COC1=CC=C2C=CC=C(C2=C1)CCNC(C)=O (N-[2-(7-methoxy-1-naphthyl)ethyl]acetamide), C1CCCCC1 (cyclohexane). Solvent: CO (methanol), C(C)(=O)OCC (ethyl acetate). Reaction conditions: temperature 2 celsius. Yields the product C1(=CC=CC=C1)S(=O)(=O)O.COC1=CC=C2C=CC=C(C2=C1)CCNC(C)=O (N-[2-(7-methoxy-1-naphthyl)ethyl]acetamide Benzenesulfonic Acid). RXN SMILES: [CH3:1][O:2][C:3]1[CH:12]=[C:11]2[C:6]([CH:7]=[CH:8][CH:9]=[C:10]2[CH2:13][CH2:14][NH:15][C:16](=[O:18])[CH3:17])=[CH:5][CH:4]=1.[C:19]1([S:25]([OH:28])(=[O:27])=[O:26])[CH:24]=[CH:23][CH:22]=[CH:21][CH:20]=1.C1CCCCC1>C(OCC)(=O)C.CO>[C:19]1([S:25]([OH:28])(=[O:27])=[O:26])[CH:24]=[CH:23][CH:22]=[CH:21][CH:20]=1.[CH3:1][O:2][C:3]1[CH:12]=[C:11]2[C:6]([CH:7]=[CH:8][CH:9]=[C:10]2[CH2:13][CH2:14][NH:15][C:16](=[O:18])[CH3:17])=[CH:5][CH:4]=1 |f:5.6|. Reported procedure: 1 g of N-[2-(7-methoxy-1-naphthyl)ethyl]acetamide was dissolved in 15 ml ethyl acetate at room temperature and a solution of 0.78 g of benzenesulfonic acid in 1 ml of methanol was added. The immediate formation of small crystals was observed, the solution was cooled to 2° C. and 5 ml of cyclohexane was added as an antisolvent to improve the yield. The crystalline product (slightly brown tabular crystals) was isolated by filtration. The isolated solid gave the XRPD pattern shown in shown in FIG. ... The reactants are O=[N+]([O-])c1cc([N+](=O)[O-])c(Cl)cc1Cl, OCCO. Yields the product O=[N+]([O-])c1cc([N+](=O)[O-])c(OCCO)cc1Cl. As a reaction SMILES: [Cl:1][c:2]1[c:3]([N+:12](=[O:13])[O-:14])[cH:4][c:5]([N+:9](=[O:10])[O-:11])[c:6]([Cl:8])[cH:7]1.[OH:15][CH2:16][CH2:17][OH:18]>>[c:2]1([O:15][CH2:16][CH2:17][OH:18])[c:3]([N+:12](=[O:13])[O-:14])[cH:4][c:5]([N+:9](=[O:10])[O-:11])[c:6]([Cl:8])[cH:7]1. The product is CC(C)C1c2nc[nH]c2CCN1C(=O)OC1CCN(C)C1. As a reaction SMILES: [CH2:30]1[O:31][CH2:32][CH2:33][CH2:34]1.[CH3:3][N:4]1[CH2:5][CH:6]([OH:9])[CH2:7][CH2:8]1.[CH:10]([CH3:11])([CH3:12])[CH:13]1[N:14]([C:22](=[O:23])[O:24][CH2:25][C:26]([Cl:27])([Cl:28])[Cl:29])[CH2:15][CH2:16][c:17]2[c:18]1[n:19][cH:20][nH:21]2.[H-:2].[Na+:1]>>[CH3:3][N:4]1[CH2:5][CH:6]([O:9][C:22]([N:14]2[CH:13]([CH:10]([CH3:11])[CH3:12])[c:18]3[c:17]([nH:21][cH:20][n:19]3)[CH2:16][CH2:15]2)=[O:23])[CH2:7][CH2:8]1. The reactants are C1CCOC1, CN1CCC(O)C1, CC(C)C1c2nc[nH]c2CCN1C(=O)OCC(Cl)(Cl)Cl, [H-], [Na+].